From a dataset of the Open Reaction Database (ORD), a public repository of structured organic reaction records. describe an organic reaction: reactants, conditions, products, and yield Reactants: [OH-].[K+] (potassium hydroxide), C(C)(=O)O (acetic acid), FC1=C(C=CC=2C=3C(C(=CN(C3C=NC21)C)C(=O)OCC)=O)N2CCC(CC2)(C2=CC(=CC=C2)C(F)(F)F)O (ethyl 7-fluoro-8-[4-hydroxy-4-(3-trifluoromethylphenyl)piperidin-1-yl]-4-methyl-1-oxo-1,4-dihydrobenzo[f][1,7]naphthyridine-2-carboxylate). The solvent is O (water), C(C)O (ethanol), O (water). Reaction conditions: temperature 80 celsius. Yields the product FC1=C(C=CC=2C=3C(C(=CN(C3C=NC21)C)C(=O)O)=O)N2CCC(CC2)(C2=CC(=CC=C2)C(F)(F)F)O (7-fluoro-8-[4-hydroxy-4-(3-trifluoromethylphenyl)piperidin-1-yl]-4-methyl-1-oxo-1,4-dihydrobenzo[f][1,7]naphthyridine-2-carboxylic acid). Yield: 67.6%. RXN SMILES: [OH-].[K+].[F:3][C:4]1[C:17]2[N:16]=[CH:15][C:14]3[N:13]([CH3:18])[CH:12]=[C:11]([C:19]([O:21]CC)=[O:20])[C:10](=[O:24])[C:9]=3[C:8]=2[CH:7]=[CH:6][C:5]=1[N:25]1[CH2:30][CH2:29][C:28]([OH:41])([C:31]2[CH:36]=[CH:35][CH:34]=[C:33]([C:37]([F:40])([F:39])[F:38])[CH:32]=2)[CH2:27][CH2:26]1.C(O)(=O)C>C(O)C.O>[F:3][C:4]1[C:17]2[N:16]=[CH:15][C:14]3[N:13]([CH3:18])[CH:12]=[C:11]([C:19]([OH:21])=[O:20])[C:10](=[O:24])[C:9]=3[C:8]=2[CH:7]=[CH:6][C:5]=1[N:25]1[CH2:30][CH2:29][C:28]([OH:41])([C:31]2[CH:36]=[CH:35][CH:34]=[C:33]([C:37]([F:38])([F:39])[F:40])[CH:32]=2)[CH2:27][CH2:26]1 |f:0.1|. Procedure details: 0.86 cm3 of 1 N aqueous potassium hydroxide was added, with stirring, to a suspension of 0.39 g of ethyl 7-fluoro-8-[4-hydroxy-4-(3-trifluoromethylphenyl)piperidin-1-yl]-4-methyl-1-oxo-1,4-dihydrobenzo[f][1,7]naphthyridine-2-carboxylate in 4.5 cm3 of ethanol and 3.5 cm3 of water. The mixture was heated at about 80° C. for 3 hours, and then after cooling, 20 cm3 of water were added and then the medium was acidified with 0.05 cm3 of acetic acid. The precipitate was filtered off, dewatered, washed ... Reactants: CN1CCCC1=O (NMP), Cl (HCl), C(C)(C)(C)OC(=O)N1CCC(CC1)SC=1C=C2C=CN=CC2=CC1Cl (4-(7-Chloro-isoquinolin-6-ylsulfanyl)-piperidine-1-carboxylic acid tert-butyl ester), C(CC)[Mg]Cl (propylmagnesium-chloride). Reagents/catalysts: C/C(=C/C(=O)C)/O.C/C(=C/C(=O)C)/O.C/C(=C/C(=O)C)/O.[Fe] (Ferric (III) acetylacetonate). Solvent: C(C)OCC (diethyl ether), C1CCOC1 (THF). Product: C(C)(C)(C)OC(=O)N1CCC(CC1)SC=1C=C2C=CN=CC2=CC1CCC (4-(7-Propyl-isoquinolin-6-ylsulfanyl)-piperidine-1-carboxylic acid tert-butyl ester). RXN SMILES: [C:1]([O:5][C:6]([N:8]1[CH2:13][CH2:12][CH:11]([S:14][C:15]2[CH:16]=[C:17]3[C:22](=[CH:23][C:24]=2Cl)[CH:21]=[N:20][CH:19]=[CH:18]3)[CH2:10][CH2:9]1)=[O:7])([CH3:4])([CH3:3])[CH3:2].CN1C(=O)[CH2:30][CH2:29][CH2:28]1.C([Mg]Cl)CC.Cl>C1COCC1.C/C(/O)=C/C(C)=O.C/C(/O)=C/C(C)=O.C/C(/O)=C/C(C)=O.[Fe].C(OCC)C>[C:1]([O:5][C:6]([N:8]1[CH2:13][CH2:12][CH:11]([S:14][C:15]2[CH:16]=[C:17]3[C:22](=[CH:23][C:24]=2[CH2:28][CH2:29][CH3:30])[CH:21]=[N:20][CH:19]=[CH:18]3)[CH2:10][CH2:9]1)=[O:7])([CH3:4])([CH3:3])[CH3:2] |f:5.6.7.8|. Procedure: To 200 mg (0.52 mmol) 4-(7-Chloro-isoquinolin-6-ylsulfanyl)-piperidine-1-carboxylic acid tert-butyl ester (274) dissolved in 5 ml THF and 1 ml NMP were added 20 mg (0.055 mmol) Ferric (III) acetylacetonate. To the red solution 0.3 ml of propylmagnesium-chloride (2M in THF) were added and 2 min stirred at RT. 1 ml 1N HCl and 20 ml diethyl ether were added and the organic layer was washed with brine. The organic phases were dried over Sodium sulfate and evaporated. The residue was purified by HPLC... As a reaction SMILES: CC1=CC=C(N)N=C1.[C-]#[N+]C1CCCCC1.CC1=CC(C=O)=C(C)N1CC1CCCO1>>CC1=CC(=C(C)N1CC1CCCO1)C1=C(NC2CCCCC2)N2C=C(C)C=CC2=N1. Starting materials: Cc1cc(C=O)c(C)n1CC1CCCO1, CC1=CN=C(C=C1)N, [C-]#[N+]C1CCCCC1. The solvent is CC(C)O (isopropyl alcohol), CC(C)O (isopropylalcohol). Run at temperature 22 celsius, time 20 hour. The yield is 36.6%. Product: Cc1ccc2nc(c3cc(C)n(CC4CCCO4)c3C)c(NC3CCCCC3)n2c1. The reagents and catalysts are O=C(O)C(F)(F)F (trifluoroacetic acid). Reaction SMILES: [N+:1]([C:4]1[CH:9]=[CH:8][C:7]([C@@H:10]2[CH2:16][C@@H:15]3[C@H:11]2[CH2:12][N:13]([C:17](=[O:20])[CH2:18][CH3:19])[CH2:14]3)=[CH:6][CH:5]=1)([O-])=O.O>CO>[NH2:1][C:4]1[CH:5]=[CH:6][C:7]([C@@H:10]2[CH2:16][C@@H:15]3[C@H:11]2[CH2:12][N:13]([C:17](=[O:20])[CH2:18][CH3:19])[CH2:14]3)=[CH:8][CH:9]=1. Reaction conditions: time 2 hour. The reactants are stannous dichloride SnCl2, O (H2O), [N+](=O)([O-])C1=CC=C(C=C1)[C@H]1[C@@H]2CN(C[C@@H]2C1)C(CC)=O (1-((1R,5S,6R)-6-(4-nitro-phenyl)-3-aza-bicyclo[3.2.0]hept-3-yl)-propan-1-one). Solvent: CO (methanol). Product: NC1=CC=C(C=C1)[C@H]1[C@@H]2CN(C[C@@H]2C1)C(CC)=O (1-[(1R,5S,6R)-6-(4-Amino-phenyl)-3-aza-bicyclo[3.2.0]hept-3-yl]-propan-1-one). The yield is 86.6%. Procedure: 1.21 g of 1-((1R,5S,6R)-6-(4-nitro-phenyl)-3-aza-bicyclo[3.2.0]hept-3-yl)-propan-1-one (4.44 mmol) were dissolved in 50 ml of methanol, 8.0 g of stannous dichloride SnCl2×H2O (35.46 mmol) were added, and the reaction was stirred under refluxing conditions for 2 h. The solvent was evaporated and the residue portioned between 1 N aqueous sodium hydroxide and ethyl acetate. This mixture was filtered, the two phases were separated, and the aqueous layer was extracted with ethyl acetate and dichlorom...